From a dataset of the Open Reaction Database (ORD), a public repository of structured organic reaction records. describe an organic reaction: reactants, conditions, products, and yield The reactants are C#CCBr, CC(C)=O, [K+], [K+], O=C([O-])[O-], O=c1c2ccccc2oc2cc(O)ccc12. The product is CC#COc1ccc2c(=O)c3ccccc3oc2c1. As a reaction SMILES: [CH2:23]([C:24]#[CH:25])[Br:26].[CH3:27][C:28](=[O:29])[CH3:30].[K+:17].[K+:18].[O-:19][C:20]([O-:21])=[O:22].[OH:1][c:2]1[cH:3][cH:4][c:5]2[c:6](=[O:16])[c:7]3[cH:8][cH:9][cH:10][cH:11][c:12]3[o:13][c:14]2[cH:15]1>>[O:1]([c:2]1[cH:3][cH:4][c:5]2[c:6](=[O:16])[c:7]3[cH:8][cH:9][cH:10][cH:11][c:12]3[o:13][c:14]2[cH:15]1)[C:23]#[C:24][CH3:25]. Starting materials: BrC1=C2C=CC=C(C2=CC=C1)C(=O)O (5-bromo-1-naphthoic acid), COC1=C(C=C(N)C=C1)N1CCN(CC1)C (4-methoxy-3-(4-methylpiperazin-1-yl)aniline). Product: BrC1=C2C=CC=C(C2=CC=C1)C(=O)NC1=CC(=C(C=C1)OC)N1CCN(CC1)C (5-Bromo-N-[4-methoxy-3-(4-methylpiperazin-1-yl)phenyl]naphth-1-yl Carboxamide). Reaction SMILES: [Br:1][C:2]1[CH:11]=[CH:10][CH:9]=[C:8]2[C:3]=1[CH:4]=[CH:5][CH:6]=[C:7]2[C:12]([OH:14])=O.[CH3:15][O:16][C:17]1[CH:23]=[CH:22][C:20]([NH2:21])=[CH:19][C:18]=1[N:24]1[CH2:29][CH2:28][N:27]([CH3:30])[CH2:26][CH2:25]1>>[Br:1][C:2]1[CH:11]=[CH:10][CH:9]=[C:8]2[C:3]=1[CH:4]=[CH:5][CH:6]=[C:7]2[C:12]([NH:21][C:20]1[CH:22]=[CH:23][C:17]([O:16][CH3:15])=[C:18]([N:24]2[CH2:25][CH2:26][N:27]([CH3:30])[CH2:28][CH2:29]2)[CH:19]=1)=[O:14]. Procedure: The title compound was prepared from 5-bromo-1-naphthoic acid (J. Chem. Soc., 1950, 991) and 4-methoxy-3-(4-methylpiperazin-1-yl)aniline (EP0533268A1) using a similar procedure to Example 1. The reactants are CCC#CCO, [Cl-], CC1CC(C)CN(c2cc(Cl)ncn2)C1, [H-], [NH4+], [Na+], C1CCOC1. Reaction SMILES: [CH2:3]([C:4]#[C:5][CH2:6][CH3:7])[OH:8].[Cl-:24].[Cl:9][c:10]1[n:11][cH:12][n:13][c:14]([N:16]2[CH2:17][CH:18]([CH3:23])[CH2:19][CH:20]([CH3:22])[CH2:21]2)[cH:15]1.[H-:1].[NH4+:25].[Na+:2].[O:26]1[CH2:27][CH2:28][CH2:29][CH2:30]1>>[CH2:3]([C:4]#[C:5][CH2:6][CH3:7])[O:8][c:10]1[n:11][cH:12][n:13][c:14]([N:16]2[CH2:17][CH:18]([CH3:23])[CH2:19][CH:20]([CH3:22])[CH2:21]2)[cH:15]1. The product is CCC#CCOc1cc(N2CC(C)CC(C)C2)ncn1. Run in CCOC(=O)C (AcOEt). Yields the product NCC1=CC=C(C(=O)NCCCCCCCCCCCC)C=C1 (4-(aminomethyl)-N-dodecylbenzamide). RXN SMILES: Cl.[NH2:2][CH2:3][C:4]1[CH:24]=[CH:23][C:7]([C:8]([NH:10][CH2:11][CH2:12][CH2:13][CH2:14][CH2:15][CH2:16][CH2:17][CH2:18][CH2:19][CH2:20][CH2:21][CH3:22])=[O:9])=[CH:6][CH:5]=1>CCOC(C)=O>[NH2:2][CH2:3][C:4]1[CH:5]=[CH:6][C:7]([C:8]([NH:10][CH2:11][CH2:12][CH2:13][CH2:14][CH2:15][CH2:16][CH2:17][CH2:18][CH2:19][CH2:20][CH2:21][CH3:22])=[O:9])=[CH:23][CH:24]=1 |f:0.1|. Yield: 90.5%. The reactants are Cl.NCC1=CC=C(C(=O)NCCCCCCCCCCCC)C=C1 (4-(aminomethyl)-N-dodecylbenzamide hydrochloride). Procedure details: A suspension of 4-(aminomethyl)-N-dodecylbenzamide hydrochloride (1.97 g) in AcOEt (100 mL) was washed with a saturated aqueous solution of NaHCO3 (50 mL). The organic layer was dried over MgSO4 and evaporated to give the title compound as a white solid (1.6 g).